Dataset: the Open Reaction Database (ORD), a public repository of structured organic reaction records. Task: describe an organic reaction: reactants, conditions, products, and yield Reactants: CC(N)=O, O=C([O-])[O-], CC(=O)[O-], CC(=O)[O-], COCCNC(=O)c1nc(I)c2cc(Cc3ccc(F)cc3)cnc2c1OCc1ccccc1, CCOC(C)=O, [Cl-], [Cs+], [Cs+], [NH4+], C1COCCO1, O, [Pd+2]. The product is COCCNC(=O)c1nc(NC(C)=O)c2cc(Cc3ccc(F)cc3)cnc2c1OCc1ccccc1. As a reaction SMILES: [C:35]([CH3:36])(=[O:37])[NH2:38].[C:39](=[O:40])([O-:41])[O-:42].[C:47]([O-:48])(=[O:49])[CH3:50].[C:52]([O-:53])(=[O:54])[CH3:55].[CH3:1][O:2][CH2:3][CH2:4][NH:5][C:6](=[O:7])[c:8]1[n:9][c:10]([I:34])[c:11]2[cH:12][c:13]([CH2:26][c:27]3[cH:28][cH:29][c:30]([F:33])[cH:31][cH:32]3)[cH:14][n:15][c:16]2[c:17]1[O:18][CH2:19][c:20]1[cH:21][cH:22][cH:23][cH:24][cH:25]1.[CH3:57][CH2:58][O:59][C:60](=[O:61])[CH3:62].[Cl-:45].[Cs+:43].[Cs+:44].[NH4+:46].[O:63]1[CH2:64][CH2:65][O:66][CH2:67][CH2:68]1.[OH2:56].[Pd+2:51]>>[CH3:1][O:2][CH2:3][CH2:4][NH:5][C:6](=[O:7])[c:8]1[n:9][c:10]([NH:38][C:35]([CH3:36])=[O:37])[c:11]2[cH:12][c:13]([CH2:26][c:27]3[cH:28][cH:29][c:30]([F:33])[cH:31][cH:32]3)[cH:14][n:15][c:16]2[c:17]1[O:18][CH2:19][c:20]1[cH:21][cH:22][cH:23][cH:24][cH:25]1. Reactants: CN1CCNCC1 (1-methylpiperazine), C([O-])([O-])=O.[K+].[K+] (potassium carbonate), FC1=C(C=O)C=CC=C1 (2-fluorobenzaldehyde). Solvent: O (water). The product is CN1CCN(CC1)C1=C(C=O)C=CC=C1 (2-(4-methylpiperazinyl)-benzaldehyde). Yield: 97.9%. As a reaction SMILES: [CH3:1][N:2]1[CH2:7][CH2:6][NH:5][CH2:4][CH2:3]1.C(=O)([O-])[O-].[K+].[K+].F[C:15]1[CH:22]=[CH:21][CH:20]=[CH:19][C:16]=1[CH:17]=[O:18]>O>[CH3:1][N:2]1[CH2:7][CH2:6][N:5]([C:15]2[CH:22]=[CH:21][CH:20]=[CH:19][C:16]=2[CH:17]=[O:18])[CH2:4][CH2:3]1 |f:1.2.3|. Procedure: A solution of 1-methylpiperazine (139.5 mL, 1.26 moles), potassium carbonate (145 g, 1.05 moles), and 2-fluorobenzaldehyde (73.7 mL, 0.7 moles) in water (700 mL) was heated at reflux for 18 hours. The solution was cooled to room temperature, extracted with methylene chloride (2×700 mL), and the combined organic layers were washed with water (2×700 mL). The organic layer was dried (MgSO4), filtered, and the solvent was removed in vacuo to afford 140 g of a dark oil. 1H NMR (400 MHz, CDCl3) 7.79 (... The reactants are CC(=O)Nc1ccc(C(=O)O)cc1, Cc1nc(NC(=O)c2cccnc2)sc1CCO[N+](=O)[O-], Cc1nc(N)sc1CCO[N+](=O)[O-]. The product is CC(=O)Nc1ccc(C(=O)Nc2nc(C)c(CCO[N+](=O)[O-])s2)cc1. RXN SMILES: [C:22]([CH3:23])(=[O:24])[NH:25][c:26]1[cH:27][cH:28][c:29]([C:30](=[O:31])[OH:32])[cH:33][cH:34]1.[CH3:1][c:2]1[n:3][c:4]([NH:13][C:14](=[O:15])[c:16]2[cH:17][cH:18][cH:19][n:20][cH:21]2)[s:5][c:6]1[CH2:7][CH2:8][O:9][N+:10](=[O:11])[O-:12].[CH3:35][c:36]1[n:37][c:38]([NH2:39])[s:40][c:41]1[CH2:42][CH2:43][O:44][N+:45]([O-:46])=[O:47]>>[CH3:1][c:2]1[n:3][c:4]([NH:13][C:30]([c:29]2[cH:28][cH:27][c:26]([NH:25][C:22]([CH3:23])=[O:24])[cH:34][cH:33]2)=[O:32])[s:5][c:6]1[CH2:7][CH2:8][O:9][N+:10](=[O:11])[O-:12]. Reactants: Clc1ccc(OCCCI)cc1, O=C1C(=O)c2ccccc2C2=C1SCC1(CCNCC1)O2. Yields the product O=C1C(=O)c2ccccc2C2=C1SCC1(CCN(CCCOc3ccc(Cl)cc3)CC1)O2. Reaction SMILES: [Cl:22][c:23]1[cH:24][cH:25][c:26]([O:29][CH2:30][CH2:31][CH2:32][I:33])[cH:27][cH:28]1.[NH:1]1[CH2:2][CH2:3][C:4]2([CH2:5][S:6][C:7]3=[C:8]([O:9]2)[c:10]2[cH:11][cH:12][cH:13][cH:14][c:15]2[C:16](=[O:19])[C:17]3=[O:18])[CH2:20][CH2:21]1>>[N:1]1([CH2:32][CH2:31][CH2:30][O:29][c:26]2[cH:25][cH:24][c:23]([Cl:22])[cH:28][cH:27]2)[CH2:2][CH2:3][C:4]2([CH2:5][S:6][C:7]3=[C:8]([O:9]2)[c:10]2[cH:11][cH:12][cH:13][cH:14][c:15]2[C:16](=[O:19])[C:17]3=[O:18])[CH2:20][CH2:21]1. Starting materials: ClC1=C(C(=C(C(=O)N)C=C1)[N+](=O)[O-])[N+](=O)[O-] (4-chloro-2,3-dinitrobenzamide), C(C)(=O)OCC (ethyl acetate). Conditions: time 3 hour. Product: N1(CC1)C1=C(C(=O)N)C=CC(=C1[N+](=O)[O-])Cl (2-(aziridin-1-yl)-4-chloro-3-nitrobenzamide). RXN SMILES: [Cl:1][C:2]1[CH:10]=[CH:9][C:5]([C:6]([NH2:8])=[O:7])=[C:4]([N+:11]([O-])=O)[C:3]=1[N+:14]([O-:16])=[O:15].[C:17](OCC)(=O)[CH3:18]>>[N:11]1([C:4]2[C:3]([N+:14]([O-:16])=[O:15])=[C:2]([Cl:1])[CH:10]=[CH:9][C:5]=2[C:6]([NH2:8])=[O:7])[CH2:18][CH2:17]1. Procedure: Reaction of 4-chloro-2,3-dinitrobenzamide [Goldstein and Schaaf, Helv. Chim. Acta. 1957, 40, 369-376] in ethyl acetate generally as described in Example L, except that the reaction time was 3 hours, gave 2-(aziridin-1-yl)-4-chloro-3-nitrobenzamide (16) as a yellow powder, mp 216° C. 1H NMR [(CD3)2SO] δ8 16 (br s, 1H CONHH), 7 71 (br s, 1H, CONHH), 7 69 (d, J=8.3 Hz, 1H, H-6), 7.25 (d, J=8.3 Hz, 1H, H-5), 2.28 (s, 4H, aziridine-H) 13C NMR δ165.53 (s), 142.59 (s), 142.49 (s), 131 65 (d), 129.71 (s... The reactants are CN1CCN(CCOC(=O)Oc2ccc([N+](=O)[O-])cc2)CC1, c1ccc(CN2CCNCC2)cc1, CCN(C(C)C)C(C)C, CN(C)C=O. The product is CN1CCN(CCOC(=O)N2CCN(Cc3ccccc3)CC2)CC1. Reaction SMILES: [C:1]([O:2][CH2:3][CH2:4][N:5]1[CH2:6][CH2:7][N:8]([CH3:11])[CH2:9][CH2:10]1)([O:12][c:13]1[cH:14][cH:15][c:16]([N+:17]([O-:18])=[O:19])[cH:20][cH:21]1)=[O:22].[CH2:32]([c:33]1[cH:34][cH:35][cH:36][cH:37][cH:38]1)[N:39]1[CH2:40][CH2:41][NH:42][CH2:43][CH2:44]1.[CH:23]([N:24]([CH2:25][CH3:26])[CH:27]([CH3:28])[CH3:29])([CH3:30])[CH3:31].[O:45]=[CH:46][N:47]([CH3:48])[CH3:49]>>[C:1]([O:2][CH2:3][CH2:4][N:5]1[CH2:6][CH2:7][N:8]([CH3:11])[CH2:9][CH2:10]1)(=[O:22])[N:42]1[CH2:41][CH2:40][N:39]([CH2:32][c:33]2[cH:34][cH:35][cH:36][cH:37][cH:38]2)[CH2:44][CH2:43]1.